This data is from the Open Reaction Database (ORD), a public repository of structured organic reaction records. The task is: describe an organic reaction: reactants, conditions, products, and yield Reactants: Fc1ccc(CBr)c(I)c1, [N-]=[N+]=[N-], [Na+], CN(C)C=O. Yields the product [N-]=[N+]=NCc1ccc(F)cc1I. Reaction SMILES: [Br:1][CH2:2][c:3]1[c:4]([I:10])[cH:5][c:6]([F:9])[cH:7][cH:8]1.[N-:12]=[N+:13]=[N-:14].[Na+:11].[O:15]=[CH:16][N:17]([CH3:18])[CH3:19]>>[CH2:2]([c:3]1[c:4]([I:10])[cH:5][c:6]([F:9])[cH:7][cH:8]1)[N:12]=[N+:13]=[N-:14]. Reactants: ice, CC1=NSC(=C1)NC(OCC(Cl)(Cl)Cl)=O (2,2,2-trichloroethyl 3-methylisothiazol-5-ylcarbamate), O[C@@H](C(=O)OC)CC(C)C (methyl (2R)-2-hydroxy-4-methylpentanoate), C1(=CC=CC=C1)P(C1=CC=CC=C1)C1=CC=CC=C1 (triphenylphosphine), CC(C)OC(=O)/N=N/C(=O)OC(C)C (diisopropylazodicarboxylate). Solvent: CN(C)C=O (DMF). Run at time 30 minute. The product is CC1=NSC(=C1)N([C@@H](CC(C)C)C(=O)OC)C(=O)OCC(Cl)(Cl)Cl (methyl N-(3-methylisothiazol-5-yl)-N-[(2,2,2-trichloroethoxy)carbonyl]-L-leucinate). Reaction SMILES: [CH3:1][C:2]1[CH:6]=[C:5]([NH:7][C:8](=[O:15])[O:9][CH2:10][C:11]([Cl:14])([Cl:13])[Cl:12])[S:4][N:3]=1.O[C@H:17]([CH2:22][CH:23]([CH3:25])[CH3:24])[C:18]([O:20][CH3:21])=[O:19].C1(P(C2C=CC=CC=2)C2C=CC=CC=2)C=CC=CC=1.CC(OC(/N=N/C(OC(C)C)=O)=O)C>CN(C=O)C>[CH3:1][C:2]1[CH:6]=[C:5]([N:7]([C:8]([O:9][CH2:10][C:11]([Cl:12])([Cl:14])[Cl:13])=[O:15])[C@H:17]([C:18]([O:20][CH3:21])=[O:19])[CH2:22][CH:23]([CH3:25])[CH3:24])[S:4][N:3]=1. Procedure: To an ice cold solution of 2,2,2-trichloroethyl 3-methylisothiazol-5-ylcarbamate (20.6 g, 71.1 mmol), methyl (2R)-2-hydroxy-4-methylpentanoate (15.9 g, 109 mmol) and triphenylphosphine (28.9 g, 110 mmol) in DMF (260 mL) was slowly added over 15 min diisopropylazodicarboxylate (21.7 mL, 110 mmol). The resulting brown solution was stirred at room temperature for 30 min and then heated to 60° C. for 18 h. The reaction mixture was allowed to cool to room temperature and it was partitioned between Et... Reactants: BrC=1C(=NC2=CC=C(C=C2N1)C(=O)OC)C1=CC=CC=C1 (methyl 3-bromo-2-phenylquinoxaline-6-carboxylate), C(C)NCC (diethylamine), CCN(C(C)C)C(C)C (DIEA). Run in CN(C=O)C (N,N-dimethylformamide). Conditions: temperature 100 celsius, time 8 hour. Product: C(C)N(C=1C(=NC2=CC=C(C=C2N1)C(=O)OC)C1=CC=CC=C1)CC (Methyl 3-(diethylamino)-2-phenylquinoxaline-6-carboxylate). RXN SMILES: Br[C:2]1[C:3]([C:16]2[CH:21]=[CH:20][CH:19]=[CH:18][CH:17]=2)=[N:4][C:5]2[C:10]([N:11]=1)=[CH:9][C:8]([C:12]([O:14][CH3:15])=[O:13])=[CH:7][CH:6]=2.[CH2:22]([NH:24][CH2:25][CH3:26])[CH3:23].CCN(C(C)C)C(C)C>CN(C)C=O>[CH2:22]([N:24]([CH2:25][CH3:26])[C:2]1[C:3]([C:16]2[CH:21]=[CH:20][CH:19]=[CH:18][CH:17]=2)=[N:4][C:5]2[C:10]([N:11]=1)=[CH:9][C:8]([C:12]([O:14][CH3:15])=[O:13])=[CH:7][CH:6]=2)[CH3:23]. Procedure details: Into a 8-mL sealed tube, was placed a solution of methyl 3-bromo-2-phenylquinoxaline-6-carboxylate (150 mg, 0.44 mmol, 1.00 equiv) in N,N-dimethylformamide (3 mL), diethylamine (63.4 mg, 0.87 mmol, 2.00 equiv), and DIEA (170.3 mg, 1.32 mmol, 3.00 equiv). The resulting solution was stirred overnight at 100° C. in an oil bath. The resulting solution was concentrated under vacuum. The residue was applied onto a silica gel column and eluted with ethyl acetate/petroleum ether (1:100). This resulted i... Reactants: CC1=C(C(=NO1)C1=CC=CC=C1)C=1N=C2N(C=C(C=C2)N)C1 (2-(5-methyl-3-phenyl-isoxazol-4-yl)-imidazo[1,2-a]pyridin-6-ylamine), C1(CC1)C(=O)O (cyclopropancarboxylic acid). The product is CC1=C(C(=NO1)C1=CC=CC=C1)C=1N=C2N(C=C(C=C2)NC(=O)C2CC2)C1 (Cyclopropanecarboxylic acid [2-(5-methyl-3-phenyl-isoxazol-4-yl)-imidazo[1,2-a]pyridin-6-yl]-amide). Isolated yield 79.0%. As a reaction SMILES: [CH3:1][C:2]1[O:6][N:5]=[C:4]([C:7]2[CH:12]=[CH:11][CH:10]=[CH:9][CH:8]=2)[C:3]=1[C:13]1[N:14]=[C:15]2[CH:20]=[CH:19][C:18]([NH2:21])=[CH:17][N:16]2[CH:22]=1.[CH:23]1([C:26](O)=[O:27])[CH2:25][CH2:24]1>>[CH3:1][C:2]1[O:6][N:5]=[C:4]([C:7]2[CH:8]=[CH:9][CH:10]=[CH:11][CH:12]=2)[C:3]=1[C:13]1[N:14]=[C:15]2[CH:20]=[CH:19][C:18]([NH:21][C:26]([CH:23]3[CH2:25][CH2:24]3)=[O:27])=[CH:17][N:16]2[CH:22]=1. Procedure: As described for Example 56, 2-(5-methyl-3-phenyl-isoxazol-4-yl)-imidazo[1,2-a]pyridin-6-ylamine (64 mg, 0.2 mmol) was converted, using cyclopropancarboxylic acid instead of cyclopropylacetic acid, to the title compound (57 mg, 79%) which was obtained as a light brown solid. MS: m/e=359.1 [M+H]+. Starting materials: CCN(CC)CCO, O=[N+]([O-])c1ccc(F)cc1, [H-], [Na+], C1CCOC1. Product: CCN(CC)CCOc1ccc([N+](=O)[O-])cc1. Reaction SMILES: [CH2:3]([CH3:4])[N:5]([CH2:6][CH2:7][OH:8])[CH2:9][CH3:10].[F:11][c:12]1[cH:13][cH:14][c:15]([N+:18](=[O:19])[O-:20])[cH:16][cH:17]1.[H-:1].[Na+:2].[O:21]1[CH2:22][CH2:23][CH2:24][CH2:25]1>>[CH2:3]([CH3:4])[N:5]([CH2:6][CH2:7][O:8][c:12]1[cH:13][cH:14][c:15]([N+:18](=[O:19])[O-:20])[cH:16][cH:17]1)[CH2:9][CH3:10]. The reactants are COc1ccc2c(Nc3c(Cl)cncc3Cl)cc(=O)oc2c1OC1CCCC1, ClCCl, Cl, O=C(OC(=O)C(F)(F)F)C(F)(F)F, [Na+], [Na+], O=S([O-])([O-])=S. Yields the product COc1ccc2c(Nc3c(Cl)cncc3Cl)c(O)c(=O)oc2c1OC1CCCC1. Reaction SMILES: [CH:14]1([O:19][c:20]2[c:21]([O:40][CH3:41])[cH:22][cH:23][c:24]3[c:25]([NH:31][c:32]4[c:33]([Cl:39])[cH:34][n:35][cH:36][c:37]4[Cl:38])[cH:26][c:27](=[O:30])[o:28][c:29]23)[CH2:15][CH2:16][CH2:17][CH2:18]1.[Cl:42][CH2:43][Cl:44].[ClH:52].[F:1][C:2]([F:3])([F:5])[C:6](=[O:4])[O:7][C:8](=[O:9])[C:10]([F:11])([F:12])[F:13].[Na+:45].[Na+:46].[O-:47][S:48]([O-:49])(=[S:50])=[O:51]>>[OH:4][c:26]1[c:25]([NH:31][c:32]2[c:33]([Cl:39])[cH:34][n:35][cH:36][c:37]2[Cl:38])[c:24]2[cH:23][cH:22][c:21]([O:40][CH3:41])[c:20]([O:19][CH:14]3[CH2:15][CH2:16][CH2:17][CH2:18]3)[c:29]2[o:28][c:27]1=[O:30]. The reactants are COc1ccc(C(O)c2ccccc2)cc1OC1CCCC1, ClCCl, O=[Mn]=O. Yields the product COc1ccc(C(=O)c2ccccc2)cc1OC1CCCC1. Reaction SMILES: [CH:1]1([O:6][c:7]2[cH:8][c:9]([CH:15]([OH:16])[c:17]3[cH:18][cH:19][cH:20][cH:21][cH:22]3)[cH:10][cH:11][c:12]2[O:13][CH3:14])[CH2:2][CH2:3][CH2:4][CH2:5]1.[Cl:23][CH2:24][Cl:25].[O:26]=[Mn:27]=[O:28]>>[CH:1]1([O:6][c:7]2[cH:8][c:9]([C:15](=[O:16])[c:17]3[cH:18][cH:19][cH:20][cH:21][cH:22]3)[cH:10][cH:11][c:12]2[O:13][CH3:14])[CH2:2][CH2:3][CH2:4][CH2:5]1. The reactants are Clc1cc(Br)ccn1, NC1CCCCC1. Yields the product Brc1ccnc(NC2CCCCC2)c1. Reaction SMILES: [Br:1][c:2]1[cH:3][c:4]([Cl:8])[n:5][cH:6][cH:7]1.[NH2:9][CH:10]1[CH2:11][CH2:12][CH2:13][CH2:14][CH2:15]1>>[Br:1][c:2]1[cH:3][c:4]([NH:9][CH:10]2[CH2:11][CH2:12][CH2:13][CH2:14][CH2:15]2)[n:5][cH:6][cH:7]1. Reactants: ClC1=C(C=CC=C1F)O (2-chloro-3-fluorophenol), C(CC)(=O)Cl (propionyl chloride), Cl (hydrochloric acid). The solvent is ClCCl (dichloromethane), N1=CC=CC=C1 (pyridine). Conditions: time 16 hour. Product: C(CC)(=O)OC1=C(C(=CC=C1)F)Cl (2-chloro-3-fluorophenyl propionate). Yield: 91.2%. Reaction SMILES: [Cl:1][C:2]1[C:7]([F:8])=[CH:6][CH:5]=[CH:4][C:3]=1[OH:9].[C:10](Cl)(=[O:13])[CH2:11][CH3:12].Cl>ClCCl.N1C=CC=CC=1>[C:10]([O:9][C:3]1[CH:4]=[CH:5][CH:6]=[C:7]([F:8])[C:2]=1[Cl:1])(=[O:13])[CH2:11][CH3:12]. Procedure details: 21.5 g (146.7 mmol) of 2-chloro-3-fluorophenol (R. Sanz et al. J. Org. Chem. 2005, 70, 6548-51) in 97 ml of dichloromethane and 16.5 ml of pyridine are admixed dropwise at 0° C. with 14 ml (161 mmol) of propionyl chloride. The mixture is stirred for 16 hours and 100 ml of 2 M hydrochloric acid are added. The mixture is extracted with dichloromethane and the extracts are washed with water. Drying over sodium sulphate and the removal of the solvent in vacuo give 27.1 g of 2-chloro-3-fluorophenyl p...